This data is from the Open Reaction Database (ORD), a public repository of structured organic reaction records. The task is: describe an organic reaction: reactants, conditions, products, and yield Starting materials: C(C1=CC=CC=C1)P(O)(=O)CC(CCC(=O)OCC1=CC=CC=C1)C(=O)OCC1=CC=CC=C1 (Benzyl[2,4-di(benzyloxycarbonyl)butyl]phosphinic acid). The reagents and catalysts are [Pd] (Pd/C). The solvent is O (water). Product: C(C1=CC=CC=C1)P(O)=O (Benzylphosphinic acid). RXN SMILES: [CH2:1]([P:8](CC(C(OCC1C=CC=CC=1)=O)CCC(OCC1C=CC=CC=1)=O)(=[O:10])[OH:9])[C:2]1[CH:7]=[CH:6][CH:5]=[CH:4][CH:3]=1>O.[Pd]>[CH2:1]([PH:8](=[O:9])[OH:10])[C:2]1[CH:7]=[CH:6][CH:5]=[CH:4][CH:3]=1. Reported procedure: Benzyl[2,4-di(benzyloxycarbonyl)butyl]phosphinic acid(0.5 g, 1.0 mmol) in 20 mL of water containing 120 mg of 10% Pd/C was hydrogenated on a Parr hydrogenator at 40 psi for 6 hours. Filtration through a Celite pad followed by evaporation on high vacuum gave 0.17 g (57%) of 2-[(benzylhydroxyphosphinyl)methyl]pentanedioic acid(4,R=CH2Ph) as a white solid. 1H NMR (D2O): 7.1 ppm(m,5H), 2.9 ppm(d,2H), 2.4 ppm(m,1H), 2.1 ppm(t,2H), 1.8 ppm(m,1H), 1.6 ppm(m,3H) Elemental Analysis, Calculated C13H17O6P:... Reactants: S(C)(=O)(=O)O.N[C@H](C(=O)OC[C@@H](C)OC(=O)C1=CC=CC=C1)CC1=CC(=C(C=C1)O)O ((2R)-2-Phenylcarbonyloxypropyl (2S)-2-Amino-3-(3,4-dihydroxyphenyl)propanoate Mesylate), C(CCC)[N+](CCCC)(CCCC)CCCC.OC=1C=C(C=CC1O)C[C@@H](C(=O)[O-])NC(=O)OC(C)(C)C ((2S)-3-(3,4-Dihydroxyphenyl)-2-[(tert-butoxycarbonyl)amino]propanoic acid, tetrabutylammonium salt), C([O-])(O)=O.[Cs+] (cesium bicarbonate). The solvent is CN(C(C)=O)C (N,N-dimethylacetamide). Reaction conditions: temperature 55 celsius, time 16 hour. Yields the product C(C)(C)(C)OC(=O)N[C@H](C(=O)OC[C@@H](C)OC(=O)C1=CC=CC=C1)CC1=CC(=C(C=C1)O)O ((2R)-2-Phenylcarbonyloxypropyl (2S)-2-(tert-butoxycarbonyl)amino-3-(3,4-dihydroxyphenyl)propanoate). Yield: 66.6%. RXN SMILES: S(O)(=O)(=O)C.[NH2:6][C@@H:7]([CH2:23][C:24]1[CH:29]=[CH:28][C:27]([OH:30])=[C:26]([OH:31])[CH:25]=1)[C:8]([O:10][CH2:11][C@H:12]([O:14][C:15]([C:17]1[CH:22]=[CH:21][CH:20]=[CH:19][CH:18]=1)=[O:16])[CH3:13])=[O:9].C([N+](CCCC)(CCCC)CCCC)CCC.OC1C=C(C[C@H](N[C:63]([O:65][C:66]([CH3:69])([CH3:68])[CH3:67])=[O:64])C([O-])=O)C=CC=1O.C(=O)(O)[O-].[Cs+]>CN(C)C(=O)C>[C:66]([O:65][C:63]([NH:6][C@@H:7]([CH2:23][C:24]1[CH:29]=[CH:28][C:27]([OH:30])=[C:26]([OH:31])[CH:25]=1)[C:8]([O:10][CH2:11][C@H:12]([O:14][C:15]([C:17]1[CH:22]=[CH:21][CH:20]=[CH:19][CH:18]=1)=[O:16])[CH3:13])=[O:9])=[O:64])([CH3:69])([CH3:68])[CH3:67] |f:0.1,2.3,4.5|. Reported procedure: A suspension of (1R)-2-bromo-1-methylethyl benzoate 1 (4.98 g, 20.6 mmol), (2S)-3-(3,4-dihydroxyphenyl)-2-[(tert-butoxycarbonyl)amino]propanoic acid, tetrabutylammonium salt 1a (7.3 g, 25 mmol), and cesium bicarbonate (4.85 g, 25 mmol) in N,N-dimethylacetamide (100 mL) was stirred at 55° C. for 16 h. The solvent was evaporated under vacuum. Ethyl acetate was added to the residue and the resulting solution was washed with water, then 5% NaHCO3 and brine, and dried over Na2SO4. After removing the ... The reactants are C(C)(CC)C1=CC=C(N)C=C1 (4-sec-butylaniline), C=1C=CC2=C(C1)N=NN2O (HOBt), CCN=C=NCCCN(C)C.Cl (EDCI HCl), CC=1C=C(C2=NS(CCN2C1)(=O)=O)C(=O)O (7-methyl-3,4-dihydropyrido[2,1-c][1,2,4]thiadiazine-9-carboxylic acid 2,2-dioxide). Solvent: CN(C)C=O (DMF), O (water). Conditions: time 8 hour. Yields the product CC=1C=C(C2=NS(CCN2C1)(=O)=O)C(=O)NC1=CC=C(C=C1)C(CC)C (7-methyl-N-[4-(1-methylpropyl)phenyl]-3,4-dihydropyrido[2,1-c][1,2,4]thiadiazine-9-carboxamide 2,2-dioxide). As a reaction SMILES: [CH3:1][C:2]1[CH:3]=[C:4]([C:14]([OH:16])=O)[C:5]2[N:10]([CH:11]=1)[CH2:9][CH2:8][S:7](=[O:13])(=[O:12])[N:6]=2.[CH:17]([C:21]1[CH:27]=[CH:26][C:24]([NH2:25])=[CH:23][CH:22]=1)([CH2:19][CH3:20])[CH3:18].C1C=CC2N(O)N=NC=2C=1.CCN=C=NCCCN(C)C.Cl>CN(C=O)C.O>[CH3:1][C:2]1[CH:3]=[C:4]([C:14]([NH:25][C:24]2[CH:26]=[CH:27][C:21]([CH:17]([CH3:18])[CH2:19][CH3:20])=[CH:22][CH:23]=2)=[O:16])[C:5]2[N:10]([CH:11]=1)[CH2:9][CH2:8][S:7](=[O:12])(=[O:13])[N:6]=2 |f:3.4|. Procedure details: To a suspension of 7-methyl-3,4-dihydropyrido[2,1-c][1,2,4]thiadiazine-9-carboxylic acid 2,2-dioxide (76 mg) in DMF (3 mL) were added 4-sec-butylaniline (0.069 mL), HOBt (67 mg), and EDCI HCl (84 mg) and the mixture was stirred at room temperature overnight. To the reaction mixture was added water (10 mL), and the resulting precipitate was collected by filtration. The obtained solid was recrystallized from DMSO-ethanol to give the title compound (114 mg) as pale-yellow crystals. The reactants are BrC1=CC=C(C=C1)C(CC(=O)C1=CC(=NC=C1)C)C1=C(C=CC=C1)C (3-(4-Bromo-phenyl)-1-(2-methyl-pyridin-4-yl)-3-o-tolyl-propan-1-one), C(C=C)(=O)OC (methyl acrylate), [Cl-].[NH4+] (ammonium chloride). The solvent is CN(C)C=O (DMF), C(C)N(CC)CC (triethylamine), CCOC(=O)C (EtOAc). Reaction conditions: temperature 100 celsius, time 8 hour. The product is COC(C=CC1=CC=C(C=C1)C(CC(=O)C1=CC(=NC=C1)C)C1=C(C=CC=C1)C)=O (3-{4-[3-(2-Methyl-pyridin-4-yl)-3-oxo-1-o-tolyl-propyl]-phenyl}-acrylic acid methyl ester). The yield is 20.0%. Reaction SMILES: Br[C:2]1[CH:7]=[CH:6][C:5]([CH:8]([C:19]2[CH:24]=[CH:23][CH:22]=[CH:21][C:20]=2[CH3:25])[CH2:9][C:10]([C:12]2[CH:17]=[CH:16][N:15]=[C:14]([CH3:18])[CH:13]=2)=[O:11])=[CH:4][CH:3]=1.[Cl-].[NH4+].[C:28]([O:32][CH3:33])(=[O:31])[CH:29]=[CH2:30]>CN(C=O)C.C(N(CC)CC)C.CCOC(C)=O>[CH3:33][O:32][C:28](=[O:31])[CH:29]=[CH:30][C:2]1[CH:7]=[CH:6][C:5]([CH:8]([C:19]2[CH:24]=[CH:23][CH:22]=[CH:21][C:20]=2[CH3:25])[CH2:9][C:10]([C:12]2[CH:17]=[CH:16][N:15]=[C:14]([CH3:18])[CH:13]=2)=[O:11])=[CH:4][CH:3]=1 |f:1.2|. Reported procedure: To 3-(4-bromo-phenyl)-1-(2-methyl-pyridin-4-yl)-3-o-tolyl-propan-1-one ((example 74, step 5), 300 mg) in DMF (3 mL) tetrakis(triphenylphosphine)palladium (130 mg), methyl acrylate (0.103 mL) and triethylamine (0.16 mL) were added. The reaction mixture was stirred at 100° C. overnight, was cooled to room temperature and diluted with EtOAc and a saturated solution of ammonium chloride. The phases were separated and the inorganic one extracted with EtOAc. The combined organic layers were washed wit... Reactants: CCOCC, O=C1CCCO1, [Li]c1ccccc1. Product: O=C(CCCO)c1ccccc1. Reaction SMILES: [CH3:14][CH2:15][O:16][CH2:17][CH3:18].[O:1]1[C:2](=[O:6])[CH2:3][CH2:4][CH2:5]1.[c:7]1([Li:13])[cH:8][cH:9][cH:10][cH:11][cH:12]1>>[OH:1][CH2:5][CH2:4][CH2:3][C:2](=[O:6])[c:7]1[cH:8][cH:9][cH:10][cH:11][cH:12]1.